Dataset: the Open Reaction Database (ORD), a public repository of structured organic reaction records. Task: describe an organic reaction: reactants, conditions, products, and yield Starting materials: H2PtCl6, [SiH2](O[*:2])[*:1] (polysiloxane), Formula 3, [SiH2](O[*:2])[*:1] (polysiloxane), intermediate, siloxane, Formula 2, hydroxyl polyethylene glycol allyl ether, C(C)(=O)[O-].[K+] (potassium acetate), C(C)(C)(C)C1=C(C(=CC(=C1)C)C(C)(C)C)O (2,6-di-t-butyl-4-methylphenol), COC1=CC=C(C=C1)O (p-methoxyphenol). Reagents/catalysts: [H+].[H+].O.O.O.O.O.O.Cl[Pt-2](Cl)(Cl)(Cl)(Cl)Cl (hydrogen hexachloroplatinate (IV) hexahydrate). The solvent is CC(C)O (2-propanol), CC(C)O (IPA), C(C)O (ethanol), CC(C)O (2-propanol), CC(C)O (2-propanol), CC(C)O (2-propanol). Reaction conditions: temperature 50 celsius, time 2 hour. The product is CC(=C)C(=O)OCCO (HEMA). Reaction SMILES: [C:1]([O-])(=[O:3])[CH3:2].[K+].C(C1C=C(C)[CH:13]=[C:12]([C:17](C)(C)C)[C:11]=1[OH:21])(C)(C)C.C[O:23]C1C=CC(O)=CC=1>C(O)C.CC(O)C.[H+].[H+].O.O.O.O.O.O.Cl[Pt-2](Cl)(Cl)(Cl)(Cl)Cl>[CH3:17][C:12]([C:11]([O:21][CH2:2][CH2:1][OH:3])=[O:23])=[CH2:13] |f:0.1,6.7.8.9.10.11.12.13.14|. Reported procedure: 60.01 g of the intermediate siloxane of Formula 2, 83.43 g of hydroxyl polyethylene glycol allyl ether having an average molecular weight of about 750 (Uniox PKA5004, NOF Corporation), 120.00 g of 2-propanol (super dehydrated) (Wako Pure Chemical Industries), 0.60 g of 10% potassium acetate (Wako Pure Chemical Industries) in ethanol, 1.36 g of 1% 2,6-di-t-butyl-4-methylphenol (Wako Pure Chemical Industries) in 2-propanol and 0.69 g of 1% p-methoxyphenol (Wako Pure Chemical Industries) in 2-propa... The reactants are C=C(Br)CNCc1ccc(OC)cc1OC, C=CCC(NC(=O)OCc1ccccc1)C(=O)O, CCN=C=NCCCN(C)C, ClCCl, Cl. Yields the product C=CCC(NC(=O)OCc1ccccc1)C(=O)N(CC(=C)Br)Cc1ccc(OC)cc1OC. RXN SMILES: [Br:13][C:14]([CH2:15][NH:16][CH2:17][c:18]1[c:19]([O:26][CH3:27])[cH:20][c:21]([O:24][CH3:25])[cH:22][cH:23]1)=[CH2:28].[CH2:29]([c:30]1[cH:31][cH:32][cH:33][cH:34][cH:35]1)[O:36][C:37](=[O:38])[NH:39][CH:40]([C:41](=[O:42])[OH:43])[CH2:44][CH:45]=[CH2:46].[CH3:2][N:3]([CH3:4])[CH2:5][CH2:6][CH2:7][N:8]=[C:9]=[N:10][CH2:11][CH3:12].[Cl:47][CH2:48][Cl:49].[ClH:1]>>[Br:13][C:14]([CH2:15][N:16]([CH2:17][c:18]1[c:19]([O:26][CH3:27])[cH:20][c:21]([O:24][CH3:25])[cH:22][cH:23]1)[C:41]([CH:40]([NH:39][C:37]([O:36][CH2:29][c:30]1[cH:31][cH:32][cH:33][cH:34][cH:35]1)=[O:38])[CH2:44][CH:45]=[CH2:46])=[O:42])=[CH2:28]. The reactants are C(C)N1C(CCC1)CN (1-ethyl-2-aminomethyl-pyrrolidine), CNS(=O)(=O)C=1C=C(C2=C(OCCO2)C1)C(=O)Cl (7-methylsulfamoyl-1,4-benzodioxane-5-carbonyl chloride). Product: C(C)N1C(CCC1)CNC(=O)C1=CC(=CC=2OCCOC21)S(NC)(=O)=O (N-(1-ethyl-2-pyrrolidylmethyl)-7-methylsulfamoyl-1,4-benzodioxane-5-carboxamide). Yield: 62.0%. RXN SMILES: [CH2:1]([N:3]1[CH2:7][CH2:6][CH2:5][CH:4]1[CH2:8][NH2:9])[CH3:2].[CH3:10][NH:11][S:12]([C:15]1[CH:16]=[C:17]([C:25](Cl)=[O:26])[C:18]2[O:23][CH2:22][CH2:21][O:20][C:19]=2[CH:24]=1)(=[O:14])=[O:13]>>[CH2:1]([N:3]1[CH2:7][CH2:6][CH2:5][CH:4]1[CH2:8][NH:9][C:25]([C:17]1[C:18]2[O:23][CH2:22][CH2:21][O:20][C:19]=2[CH:24]=[C:15]([S:12](=[O:14])(=[O:13])[NH:11][CH3:10])[CH:16]=1)=[O:26])[CH3:2]. Reported procedure: In a similar manner to that of the above example, 82 g of levorotatory 1-ethyl-2-aminomethyl-pyrrolidine was reacted with 195 g of 7-methylsulfamoyl-1,4-benzodioxane-5-carbonyl chloride to give 151 g of levorotatory-N-(1-ethyl-2-pyrrolidylmethyl)-7-methylsulfamoyl-1,4-benzodioxane-5-carboxamide (M.P.: 136°-137° C.; yield: 62%). The reactants are CC(=O)C (acetone), O.C1(=CC=C(C=C1)S(=O)(=O)O)C (4-toluenesulfonic acid monohydrate), COC1(OCC=2C1=[N+](C1=CC=CC=C1[N+]2[O-])[O-])C (1-methoxy-1-methyl-1,3-dihydrofuro[3,4-b]quinoxaline 4,9-dioxide). The solvent is O (water). Yields the product OC1(OCC=2C1=[N+](C1=CC=CC=C1[N+]2[O-])[O-])C (1-hydroxy-1-methyl-1,3-dihydrofuro[3,4-b]quinoxaline 4,9-Dioxide). The yield is 68.0%. RXN SMILES: CC(C)=O.O.C1(C)C=CC(S(O)(=O)=O)=CC=1.C[O:18][C:19]1([CH3:34])[C:23]2=[N+:24]([O-:33])[C:25]3[C:30]([N+:31]([O-:32])=[C:22]2[CH2:21][O:20]1)=[CH:29][CH:28]=[CH:27][CH:26]=3>O>[OH:18][C:19]1([CH3:34])[C:23]2=[N+:24]([O-:33])[C:25]3[C:30]([N+:31]([O-:32])=[C:22]2[CH2:21][O:20]1)=[CH:29][CH:28]=[CH:27][CH:26]=3 |f:1.2|. Procedure: To a mixture of 1,500 ml. of acetone and 75 ml. of water, containing 3.78 g. (0.02 mol.) of 4-toluenesulfonic acid monohydrate, was added 63.6 g. (0.26 mol.) of 1-methoxy-1-methyl-1,3-dihydrofuro[3,4-b]quinoxaline 4,9-dioxide. The reaction mixture was heated under reflux for 4.5 hours and then allowed to cool to ambient temperature. The solvent was removed by evaporation in vacuo, and the residue was washed with ether. This afforded 58.7 g. (98% yield) of crude product. The crude product was rec...